This data is from the Open Reaction Database (ORD), a public repository of structured organic reaction records. The task is: describe an organic reaction: reactants, conditions, products, and yield Reactants: Nc1nc(Cl)cc(-c2ccncc2)n1, Cl, [Na+], [OH-], O, Nc1ccc(Oc2cccc3occc23)c(F)c1. Yields the product Nc1nc(Nc2ccc(Oc3cccc4occc34)c(F)c2)cc(-c2ccncc2)n1. RXN SMILES: [Cl:19][c:20]1[n:21][c:22]([NH2:32])[n:23][c:24](-[c:26]2[cH:27][cH:28][n:29][cH:30][cH:31]2)[cH:25]1.[ClH:33].[Na+:35].[OH-:34].[OH2:36].[o:1]1[cH:2][cH:3][c:4]2[c:5]1[cH:6][cH:7][cH:8][c:9]2[O:10][c:11]1[c:12]([F:18])[cH:13][c:14]([NH2:17])[cH:15][cH:16]1>>[o:1]1[cH:2][cH:3][c:4]2[c:5]1[cH:6][cH:7][cH:8][c:9]2[O:10][c:11]1[c:12]([F:18])[cH:13][c:14]([NH:17][c:20]2[n:21][c:22]([NH2:32])[n:23][c:24](-[c:26]3[cH:27][cH:28][n:29][cH:30][cH:31]3)[cH:25]2)[cH:15][cH:16]1. Starting materials: COC(=O)C1N(C2=CC=C(C=C2CC1)Br)C(C)=O (1-Acetyl-6-bromo-1,2,3,4-tetrahydro-quinoline-2-carboxylic acid methyl ester), [Li+].[OH-] (LiOH). Solvent: C1CCOC1.CO.O (THF MeOH H2O). Conditions: time 3 hour. Product: C(C)(=O)N1C(CCC2=CC(=CC=C12)Br)C(=O)O (1-Acetyl-6-bromo-1,2,3,4-tetrahydro-quinoline-2-carboxylic acid). Reaction SMILES: C[O:2][C:3]([CH:5]1[CH2:14][CH2:13][C:12]2[C:7](=[CH:8][CH:9]=[C:10]([Br:15])[CH:11]=2)[N:6]1[C:16](=[O:18])[CH3:17])=[O:4].[Li+].[OH-]>C1COCC1.CO.O>[C:16]([N:6]1[C:7]2[C:12](=[CH:11][C:10]([Br:15])=[CH:9][CH:8]=2)[CH2:13][CH2:14][CH:5]1[C:3]([OH:4])=[O:2])(=[O:18])[CH3:17] |f:1.2,3.4.5|. Procedure details: To a solution of compound 25b (116 mg, 0.37 mmol) in THF/MeOH/H2O (2/2/2 mL) was added LiOH (62 mg, 1.48 mmol). The reaction mixture was stirred at room temperature for 3 h. The resultant mixture was concentrated under reduced pressure, partitioned between CH2Cl2 and H2O, and the aqueous phase was brought to pH 5 by the addition of 2N HCl (aq). The organic phase was dried over Na2SO4, filtered, and concentrated under reduced pressure to give the crude compound 25c, which was used in the next ste... Starting materials: [H][H] (hydrogen), 33, [N+](=O)([O-])C1=C(C=CC=C1)NCC=1C=NC=CC1 (N-(2-nitrophenyl)-3-pyridine-methanamine). Reagents/catalysts: [Ni] (Raney-nickel). Solvent: CO (methanol). Yields the product 33, N1=CC(=CC=C1)CNC=1C(=CC=CC1)N (N-(3-pyridinylmethyl)-1,2-benzenediamine). As a reaction SMILES: [N+:1]([C:4]1[CH:9]=[CH:8][CH:7]=[CH:6][C:5]=1[NH:10][CH2:11][C:12]1[CH:13]=[N:14][CH:15]=[CH:16][CH:17]=1)([O-])=O.[H][H]>[Ni].CO>[N:14]1[CH:15]=[CH:16][CH:17]=[C:12]([CH2:11][NH:10][C:5]2[C:4]([NH2:1])=[CH:9][CH:8]=[CH:7][CH:6]=2)[CH:13]=1. Procedure details: A mixture of 33 parts of N-(2-nitrophenyl)-3-pyridine-methanamine and 480 parts of methanol is hydrogenated at normal pressure and at room temperature with 5 parts of Raney-nickel catalyst. After the calculated amount of hydrogen is taken up, the catalyst is filtered off and the filtrate is evaporated, yielding 33 parts of N-(3-pyridinylmethyl)-1,2-benzenediamine as a residue. Starting materials: CCNCC, CS(=O)(=O)OCCOCCc1ccc2c(c1)OCO2, CN(C)C=O, CCOC(C)=O, Cl, O. Yields the product CCN(CC)CCOCCc1ccc2c(c1)OCO2. Reaction SMILES: [CH2:20]([CH3:21])[NH:22][CH2:23][CH3:24].[CH3:1][S:2]([O:3][CH2:6][CH2:7][O:8][CH2:9][CH2:10][c:11]1[cH:12][c:13]2[c:14]([cH:18][cH:19]1)[O:15][CH2:16][O:17]2)(=[O:4])=[O:5].[CH3:27][N:28]([CH3:29])[CH:30]=[O:31].[CH3:32][CH2:33][O:34][C:35](=[O:36])[CH3:37].[ClH:26].[OH2:25]>>[CH2:6]([CH2:7][O:8][CH2:9][CH2:10][c:11]1[cH:12][c:13]2[c:14]([cH:18][cH:19]1)[O:15][CH2:16][O:17]2)[N:22]([CH2:20][CH3:21])[CH2:23][CH3:24]. The reactants are C1(=CC=CC=C1)CN1CCC(CC1)(C(=O)OC)S(=O)(=O)N1CCC(CC1)OC1=CC=C(C=C1)OC(F)(F)F (Methyl 1-(phenylmethyl)-4-[[4-[4-(trifluoromethoxy)phenoxy]-1-piperidinyl]sulfonyl]-4-piperidinecarboxylate), C1COCCOCCOCCOCCOCCO1 (18-Crown-6), C=NS(=O)=O (methylene sulfonamide), C([O-])([O-])=O.[K+].[K+] (potassium carbonate), ClCCN(CC1=CC=CC=C1)CCCl (bis-(2-chloroethyl)benzyl amine). Solvent: CN(C=O)C (dimethylformamide). Run at temperature 60 celsius. The product is C(C1=CC=CC=C1)NS(=O)(=O)N1CCCCC1 (N-benzyl piperidine sulfonamide). Yield: 52.0%. As a reaction SMILES: C1(CN2CCC([S:18]([N:21]3[CH2:26][CH2:25][CH:24](OC4C=CC(OC(F)(F)F)=CC=4)[CH2:23][CH2:22]3)(=[O:20])=[O:19])(C(OC)=O)CC2)C=CC=CC=1.C=NS(=O)=O.C(=O)([O-])[O-].[K+].[K+].ClCC[N:53](CCCl)[CH2:54][C:55]1[CH:60]=[CH:59][CH:58]=[CH:57][CH:56]=1.C1OCCOCCOCCOCCOCCOC1>CN(C)C=O>[CH2:54]([NH:53][S:18]([N:21]1[CH2:22][CH2:23][CH2:24][CH2:25][CH2:26]1)(=[O:19])=[O:20])[C:55]1[CH:60]=[CH:59][CH:58]=[CH:57][CH:56]=1 |f:2.3.4|. Reported procedure: Part G: Preparation of Methyl 1-(phenylmethyl)-4-[[4-[4-(trifluoromethoxy)phenoxy]-1-piperidinyl]sulfonyl]-4-piperidinecarboxylate. To a solution of the methylene sulfonamide from part F (20.46 g, 51.5 mmol) in dimethylformamide (90 mL) was added potassium carbonate (21.3 g, 154.7 mmol), bis-(2-chloroethyl)benzyl amine (12.0 g, 51.5 mmol; and 18-Crown-6 (700 mg). The slurry was stirred at 60° C. After twenty four hr the reaction was concentrated in vacuo. The residue was taken up in ethyl acetat... Starting materials: CC(C)(C)OC(=O)c1ccc(-c2ccc(CO)cc2)cc1Nc1ccc(F)cc1, O=C(O)C(F)(F)F. The product is O=C(O)c1ccc(-c2ccc(CO)cc2)cc1Nc1ccc(F)cc1. Reaction SMILES: [F:8][c:9]1[cH:10][cH:11][c:12]([NH:13][c:14]2[c:15]([C:16](=[O:17])[O:18][C:19]([CH3:20])([CH3:21])[CH3:22])[cH:23][cH:24][c:25](-[c:27]3[cH:28][cH:29][c:30]([CH2:33][OH:34])[cH:31][cH:32]3)[cH:26]2)[cH:35][cH:36]1.[OH:1][C:2]([C:3]([F:4])([F:5])[F:6])=[O:7]>>[F:8][c:9]1[cH:10][cH:11][c:12]([NH:13][c:14]2[c:15]([C:16](=[O:17])[OH:18])[cH:23][cH:24][c:25](-[c:27]3[cH:28][cH:29][c:30]([CH2:33][OH:34])[cH:31][cH:32]3)[cH:26]2)[cH:35][cH:36]1. Reactants: OC1=C(C(=CC(=C1CC=C(C)C)OC)OC)C(C)=O (2'-hydroxy4',6'-dimethoxy-3'-(3-methyl-2-butenyl)acetophenone), [H][H] (hydrogen). The solvent is C(C)(=O)OCC (ethyl acetate). Run at time 2 hour. The product is OC1=C(C(=CC(=C1CCC(C)C)OC)OC)C(C)=O (2'-hydroxy-3'-isopentyl-4',6'-dimethoxyacetophenone). The yield is 91.2%. RXN SMILES: [OH:1][C:2]1[C:7]([CH2:8][CH:9]=[C:10]([CH3:12])[CH3:11])=[C:6]([O:13][CH3:14])[CH:5]=[C:4]([O:15][CH3:16])[C:3]=1[C:17](=[O:19])[CH3:18].[H][H]>C(OCC)(=O)C>[OH:1][C:2]1[C:7]([CH2:8][CH2:9][CH:10]([CH3:12])[CH3:11])=[C:6]([O:13][CH3:14])[CH:5]=[C:4]([O:15][CH3:16])[C:3]=1[C:17](=[O:19])[CH3:18]. Procedure details: An ethyl acetate solution of 22.2 g of 2'-hydroxy4',6'-dimethoxy-3'-(3-methyl-2-butenyl)acetophenone was added into a sufficiently hydrogen gas-absorbed suspension of 1.5 g of 5% palladium-carbon in 20 ml of ethyl acetate, and the mixture was stirred at room temperature for 2 hours in a hydrogen gas atmosphere. After the reaction, the reaction mixture was filtered and the solvent was removed by distillation. The residue was recrystallized from n-hexane to obtain 20.4 g (yield=91.2%) of 2'-hydrox... The reactants are C1CCOC1, CO, COC(=O)C1CN(Cc2ccc(-c3nc4ccc(C5(c6ccccc6)CC=CC5)nc4s3)c(F)c2)C1, O. The product is COC(=O)C1CN(Cc2ccc(-c3nc4ccc(C5(c6ccccc6)CCCC5)nc4s3)c(F)c2)C1. Reaction SMILES: [CH2:40]1[O:41][CH2:42][CH2:43][CH2:44]1.[CH3:38][OH:39].[F:1][c:2]1[cH:3][c:4]([CH2:28][N:29]2[CH2:30][CH:31]([C:33](=[O:34])[O:35][CH3:36])[CH2:32]2)[cH:5][cH:6][c:7]1-[c:8]1[s:9][c:10]2[n:11][c:12]([C:17]3([c:22]4[cH:23][cH:24][cH:25][cH:26][cH:27]4)[CH2:18][CH:19]=[CH:20][CH2:21]3)[cH:13][cH:14][c:15]2[n:16]1.[OH2:37]>>[F:1][c:2]1[cH:3][c:4]([CH2:28][N:29]2[CH2:30][CH:31]([C:33](=[O:34])[O:35][CH3:36])[CH2:32]2)[cH:5][cH:6][c:7]1-[c:8]1[s:9][c:10]2[n:11][c:12]([C:17]3([c:22]4[cH:23][cH:24][cH:25][cH:26][cH:27]4)[CH2:18][CH2:19][CH2:20][CH2:21]3)[cH:13][cH:14][c:15]2[n:16]1. Procedure details: To a solution of o-vanillin (10.1 g) and a catalytic quantity (0.8 g) of dimethylaminopyridine in N-diisopropylethyl amine (23 mL) at 0° C. was added acetic anhydride (8 mL). The solution was stirred overnight, poured into 2N hydrochloric acid (100 mL), extracted with dichloromethane and the solvent removed in vacuo to afford a yellow solid. Recrystallization from ethanol yielded yellow crystals (10.9 g, 85%): m.p. 75.4-76.2° C., lit17 m.p. 76° C.; EIMS m/z 194 (M+), 152, 106, 43. Reaction SMILES: [O:1]=[CH:2][C:3]1[CH:11]=[CH:10][CH:9]=[C:6]([O:7][CH3:8])[C:4]=1[OH:5].CN(C1C=CC=CN=1)C.[C:21](OC(=O)C)(=[O:23])[CH3:22]>Cl>[C:21]([O:5][C:4]1[C:6]([O:7][CH3:8])=[CH:9][CH:10]=[CH:11][C:3]=1[CH:2]=[O:1])(=[O:23])[CH3:22]. Run at time 8 hour. Starting materials: O=CC1=C(O)C(OC)=CC=C1 (o-vanillin), CN(C)C1=NC=CC=C1 (dimethylaminopyridine), C(C)(=O)OC(C)=O (acetic anhydride). Product: C(C)(=O)OC1=C(C=O)C=CC=C1OC (2-Acetoxy-3methoxy-benzaldehyde). Run in Cl (hydrochloric acid), N-diisopropylethyl amine. Starting materials: C[Si](C#CC1=C(C=CC=2C(CCC(C12)(C)C)(C)C)CO)(C)C (α-trimethylsilylethynyl-5,6,7,8-tetrahydro-5,5,8,8-tetramethyl-2-naphthalenemethanol), C1CCOC1 (THF), [F-].C(CCC)[N+](CCCC)(CCCC)CCCC (tetrabutylammonium fluoride). Solvent: O (water). Reaction conditions: time 1 hour. The product is C(#C)C(O)C1=CC=2C(CCC(C2C=C1)(C)C)(C)C (α-ethynyl-5,6,7,8-tetrahydro-5,5,8,8-tetramethyl-2-naphthalenemethanol). As a reaction SMILES: C[Si](C)(C)[C:3]#[C:4][C:5]1[C:14]2[C:13]([CH3:16])([CH3:15])[CH2:12][CH2:11][C:10]([CH3:18])([CH3:17])[C:9]=2[CH:8]=CC=1CO.[CH2:23]1C[O:26][CH2:25][CH2:24]1.[F-].C([N+](CCCC)(CCCC)CCCC)CCC>O>[C:24]([CH:25]([C:3]1[CH:4]=[CH:5][C:14]2[C:13]([CH3:16])([CH3:15])[CH2:12][CH2:11][C:10]([CH3:17])([CH3:18])[C:9]=2[CH:8]=1)[OH:26])#[CH:23] |f:2.3|. Procedure details: 29.9 g (92.5 mmol) of α-trimethylsilylethynyl-5,6,7,8-tetrahydro-5,5,8,8-tetramethyl-2-naphthalenemethanol and 100 ml of THF were introduced into a round-bottomed flask and 103.8 ml (114.2 mmol) of a tetrabutylammonium fluoride solution (1.1M in THF) were added dropwise. Stirring was carried out at room temperature for one hour and the reaction mixture was poured into water and extracted with ethyl ether. The organic phase was separated by settling, dried over magnesium sulfate and evaporated. T...